Dataset: the Open Reaction Database (ORD), a public repository of structured organic reaction records. Task: describe an organic reaction: reactants, conditions, products, and yield As a reaction SMILES: [F:1][C:2]1[C:11]2[N:10]=[C:9]([CH:12]([CH3:14])[CH3:13])[C:8]([CH2:15][C:16]3[CH:21]=[CH:20][C:19]([N:22]4[CH:26]=[CH:25][CH:24]=[N:23]4)=[CH:18][CH:17]=3)=[C:7]([CH3:27])[C:6]=2[C:5]([OH:28])=[CH:4][CH:3]=1.C(=O)([O-])[O-].[K+].[K+].CN(C)C=O.Br[CH2:41][C:42]([O:44][CH3:45])=[O:43]>[Cl-].[NH4+].O>[CH3:45][O:44][C:42](=[O:43])[CH2:41][O:28][C:5]1[CH:4]=[CH:3][C:2]([F:1])=[C:11]2[C:6]=1[C:7]([CH3:27])=[C:8]([CH2:15][C:16]1[CH:21]=[CH:20][C:19]([N:22]3[CH:26]=[CH:25][CH:24]=[N:23]3)=[CH:18][CH:17]=1)[C:9]([CH:12]([CH3:13])[CH3:14])=[N:10]2 |f:1.2.3,6.7|. Starting materials: FC1=CC=C(C=2C(=C(C(=NC12)C(C)C)CC1=CC=C(C=C1)N1N=CC=C1)C)O (8-fluoro-2-isopropyl-4-methyl-3-(4-pyrazol-1-yl-benzyl)quinolin-5-ol), C([O-])([O-])=O.[K+].[K+] (potassium carbonate), CN(C=O)C (N,N-dimethylformamide), BrCC(=O)OC (methyl bromoacetate). Reported procedure: A mixture of 8-fluoro-2-isopropyl-4-methyl-3-(4-pyrazol-1-yl-benzyl)quinolin-5-ol (0.066 g), potassium carbonate (0.073 g) and N,N-dimethylformamide (0.35 mL) was treated with methyl bromoacetate (0.020 mL), and the resulting mixture was stirred at room temperature for 12 hours. The mixture was diluted with saturated aqueous ammonium chloride solution (3.0 mL) and water (20 mL), and extracted with ethyl acetate (3×5 mL). The combined extracts were washed with water (2.0 mL) and saturated aqueous... Yields the product COC(COC1=C2C(=C(C(=NC2=C(C=C1)F)C(C)C)CC1=CC=C(C=C1)N1N=CC=C1)C)=O ([8-fluoro-2-isopropyl-4-methyl-3-(4-pyrazol-1-ylbenzyl)quinolin-5-yloxy]acetic acid methyl ester). Reaction conditions: time 12 hour. The solvent is [Cl-].[NH4+] (ammonium chloride), O (water). Reactants: COC(C(CCNC(=O)C1=CC=C(C=C1)Cl)O)=O (4-(N-(4-chlorophenylcarbonyl)amino)-2-hydroxybutyric acid methyl ester), [H-].[Na+] (sodium hydride), Cl (hydrochloric acid), BrCC(=O)OC(C)(C)C (t-Butyl bromoacetate). Run in O1CCCC1 (tetrahydrofuran), O1CCCC1 (tetrahydrofuran). Run at temperature 0 celsius, time 30 minute. Yields the product COC(C(CCNC(=O)C1=CC=C(C=C1)Cl)OCC(=O)OC(C)(C)C)=O (4-(N-(4-Chlorophenylcarbonyl)amino)-2-(t-butyloxycarbonylmethoxy)butyric acid methyl ester). Reported procedure: A solution of 4-(N-(4-chlorophenylcarbonyl)amino)-2-hydroxybutyric acid methyl ester (3 g) in tetrahydrofuran (15 ml) was dropped to a mixture of 60% sodium hydride (2.38 g) in tetrahydrofuran (10 ml) at −78° C. The mixture was stirred at 0° C. for 30 minutes. t-Butyl bromoacetate (0.975 g) was dropped to the mixture at −78° C. The mixture was stirred at 0° C. for 1.5 hours. To the reaction mixture, 1N hydrochloric acid was added and the mixture was extracted with ethyl acetate. The extract was ... Yield: 165.6%. RXN SMILES: [CH3:1][O:2][C:3](=[O:18])[CH:4]([OH:17])[CH2:5][CH2:6][NH:7][C:8]([C:10]1[CH:15]=[CH:14][C:13]([Cl:16])=[CH:12][CH:11]=1)=[O:9].[H-].[Na+].Br[CH2:22][C:23]([O:25][C:26]([CH3:29])([CH3:28])[CH3:27])=[O:24].Cl>O1CCCC1>[CH3:1][O:2][C:3](=[O:18])[CH:4]([O:17][CH2:22][C:23]([O:25][C:26]([CH3:29])([CH3:28])[CH3:27])=[O:24])[CH2:5][CH2:6][NH:7][C:8]([C:10]1[CH:11]=[CH:12][C:13]([Cl:16])=[CH:14][CH:15]=1)=[O:9] |f:1.2|. The reactants are CC1=NOC(=N1)N (3-methyl-[1,2,4]oxadiazol-5-ylamine), C1=CC=CC=2OC3=CC=CC=C3C(C12)C(=O)Cl (9H-xanthene-carboxylic acid chloride). The product is CC1=NOC(=N1)NC(=O)C1C2=CC=CC=C2OC=2C=CC=CC12 (9H-Xanthene-9-carboxylic acid (3-methyl-[1,2,4]oxadiazol-5-yl)-amide). Reaction SMILES: [CH3:1][C:2]1[N:6]=[C:5]([NH2:7])[O:4][N:3]=1.[CH:8]1[C:21]2[CH:20]([C:22](Cl)=[O:23])[C:19]3[C:14](=[CH:15][CH:16]=[CH:17][CH:18]=3)[O:13][C:12]=2[CH:11]=[CH:10][CH:9]=1>>[CH3:1][C:2]1[N:6]=[C:5]([NH:7][C:22]([CH:20]2[C:21]3[CH:8]=[CH:9][CH:10]=[CH:11][C:12]=3[O:13][C:14]3[C:19]2=[CH:18][CH:17]=[CH:16][CH:15]=3)=[O:23])[O:4][N:3]=1. Procedure details: The title compound, white solid, m.p. 208° C. and MS: m/e=307 (M+) was prepared in accordance with the general method of example 44a from 3-methyl-[1,2,4]oxadiazol-5-ylamine and 9H-xanthene-carboxylic acid chloride. Starting materials: NC1=C(C#N)C(=CC=C1)F (2-amino-6-fluorobenzonitrile), S(N)(=O)(=O)Cl (sulfamoyl chloride). Yields the product C(#N)C1=C(C=CC=C1F)NS(=O)(=O)N (N-(2-Cyano-3-fluorophenyl)sulfamide). Reaction SMILES: [NH2:1][C:2]1[CH:9]=[CH:8][CH:7]=[C:6]([F:10])[C:3]=1[C:4]#[N:5].[S:11](Cl)(=[O:14])(=[O:13])[NH2:12]>>[C:4]([C:3]1[C:6]([F:10])=[CH:7][CH:8]=[CH:9][C:2]=1[NH:1][S:11]([NH2:12])(=[O:14])=[O:13])#[N:5]. Procedure details: Prepared as in Example 77a from 2-amino-6-fluorobenzonitrile and sulfamoyl chloride Reactants: CC(C)(C)c1ccc(O)c(C(C)(C)C)c1, CC(=O)O, Cc1ccccc1, Cl, O=C1CCOCC1. Product: CC(C)(C)c1cc(C2=CCOCC2)c(O)c(C(C)(C)C)c1. RXN SMILES: [C:1]([CH3:2])([CH3:3])([CH3:4])[c:5]1[c:6]([OH:15])[cH:7][cH:8][c:9]([C:11]([CH3:12])([CH3:13])[CH3:14])[cH:10]1.[CH3:23][C:24](=[O:25])[OH:26].[CH3:28][c:29]1[cH:30][cH:31][cH:32][cH:33][cH:34]1.[ClH:27].[O:16]1[CH2:17][CH2:18][C:19](=[O:22])[CH2:20][CH2:21]1>>[C:1]([CH3:2])([CH3:3])([CH3:4])[c:5]1[c:6]([OH:15])[c:7]([C:19]2=[CH:18][CH2:17][O:16][CH2:21][CH2:20]2)[cH:8][c:9]([C:11]([CH3:12])([CH3:13])[CH3:14])[cH:10]1. Reactants: CCCCCCCCCCCCCCOc1ccc(C(=O)Cl)cc1, ClCCl, ClC(Cl)Cl, Nc1cccc(CO)c1, O, c1ccncc1. Product: CCCCCCCCCCCCCCOc1ccc(C(=O)Nc2cccc(CO)c2)cc1. Reaction SMILES: [CH2:16]([CH2:17][CH2:18][CH2:19][CH2:20][CH2:21][CH2:22][CH2:23][CH2:24][CH2:25][CH2:26][CH2:27][CH2:28][CH3:29])[O:30][c:31]1[cH:32][cH:33][c:34]([C:35](=[O:36])[Cl:37])[cH:38][cH:39]1.[CH2:44]([Cl:45])[Cl:46].[CH:40]([Cl:41])([Cl:42])[Cl:43].[NH2:1][c:2]1[cH:3][c:4]([CH2:5][OH:6])[cH:7][cH:8][cH:9]1.[OH2:47].[cH:10]1[cH:11][cH:12][n:13][cH:14][cH:15]1>>[NH:1]([c:2]1[cH:3][c:4]([CH2:5][OH:6])[cH:7][cH:8][cH:9]1)[C:35]([c:34]1[cH:33][cH:32][c:31]([O:30][CH2:16][CH2:17][CH2:18][CH2:19][CH2:20][CH2:21][CH2:22][CH2:23][CH2:24][CH2:25][CH2:26][CH2:27][CH2:28][CH3:29])[cH:39][cH:38]1)=[O:36].